From a dataset of the Open Reaction Database (ORD), a public repository of structured organic reaction records. describe an organic reaction: reactants, conditions, products, and yield Reactants: O=C([O-])[O-], CCI, CC(C)=O, [K+], [K+], O=C(Nc1ccc(C(=O)N2CCCc3ccccc32)cc1)c1cccc(O)c1. Product: CCOc1cccc(C(=O)Nc2ccc(C(=O)N3CCCc4ccccc43)cc2)c1. RXN SMILES: [C:29](=[O:30])([O-:31])[O-:32].[CH2:35]([CH3:36])[I:37].[CH3:38][C:39](=[O:40])[CH3:41].[K+:33].[K+:34].[OH:1][c:2]1[cH:3][c:4]([C:5](=[O:6])[NH:7][c:8]2[cH:9][cH:10][c:11]([C:12](=[O:13])[N:14]3[CH2:15][CH2:16][CH2:17][c:18]4[cH:19][cH:20][cH:21][cH:22][c:23]43)[cH:24][cH:25]2)[cH:26][cH:27][cH:28]1>>[O:1]([c:2]1[cH:3][c:4]([C:5](=[O:6])[NH:7][c:8]2[cH:9][cH:10][c:11]([C:12](=[O:13])[N:14]3[CH2:15][CH2:16][CH2:17][c:18]4[cH:19][cH:20][cH:21][cH:22][c:23]43)[cH:24][cH:25]2)[cH:26][cH:27][cH:28]1)[CH2:35][CH3:36]. Reactants: Cl.Cl.Cl.Cl.N1=C(C=CC=C1)C[C@@H](N)C(=O)N1CCN(CC1)C1CCN(CC1)C (1-[β-(2-pyridinyl)-D-alanyl]-4-(1-methylpiperidin-4-yl)piperazine tetrahydrochloride), ClC=1C=C2C=C(NC2=CC1)C(=O)O (5-chloroindole-2-carboxylic acid). Yields the product ClC=1C=C2C=C(NC2=CC1)C(=O)N[C@H](CC1=NC=CC=C1)C(=O)N1CCN(CC1)C1CCN(CC1)C (1-[N-(5-Chloroindole-2-carbonyl)-β-(2-pyridinyl)-D-alanyl]-4-(1-methylpiperidin-4-yl)piperazine). Reaction SMILES: Cl.Cl.Cl.Cl.[N:5]1[CH:10]=[CH:9][CH:8]=[CH:7][C:6]=1[CH2:11][C@H:12]([C:14]([N:16]1[CH2:21][CH2:20][N:19]([CH:22]2[CH2:27][CH2:26][N:25]([CH3:28])[CH2:24][CH2:23]2)[CH2:18][CH2:17]1)=[O:15])[NH2:13].[Cl:29][C:30]1[CH:31]=[C:32]2[C:36](=[CH:37][CH:38]=1)[NH:35][C:34]([C:39](O)=[O:40])=[CH:33]2>>[Cl:29][C:30]1[CH:31]=[C:32]2[C:36](=[CH:37][CH:38]=1)[NH:35][C:34]([C:39]([NH:13][C@@H:12]([C:14]([N:16]1[CH2:17][CH2:18][N:19]([CH:22]3[CH2:27][CH2:26][N:25]([CH3:28])[CH2:24][CH2:23]3)[CH2:20][CH2:21]1)=[O:15])[CH2:11][C:6]1[CH:7]=[CH:8][CH:9]=[CH:10][N:5]=1)=[O:40])=[CH:33]2 |f:0.1.2.3.4|. Procedure: Using methods substantially equivalent to those described in Method D-1, the subtitled compound was prepared from 1-[β-(2-pyridinyl)-D-alanyl]-4-(1-methylpiperidin-4-yl)piperazine tetrahydrochloride and 5-chloroindole-2-carboxylic acid (54%). Reactants: C1CCNCC1, CC#N, CCN(C(C)C)C(C)C, ClCc1cc2ccc(Oc3nc4ccccc4s3)cc2s1. Yields the product c1ccc2sc(Oc3ccc4cc(CN5CCCCC5)sc4c3)nc2c1. RXN SMILES: [CH2:31]1[CH2:32][CH2:33][NH:34][CH2:35][CH2:36]1.[CH3:37][C:38]#[N:39].[CH:22]([N:23]([CH2:24][CH3:25])[CH:26]([CH3:27])[CH3:28])([CH3:29])[CH3:30].[Cl:1][CH2:2][c:3]1[cH:4][c:5]2[c:6]([s:7]1)[cH:8][c:9]([O:12][c:13]1[s:14][c:15]3[c:16]([n:17]1)[cH:18][cH:19][cH:20][cH:21]3)[cH:10][cH:11]2>>[CH2:2]([c:3]1[cH:4][c:5]2[c:6]([s:7]1)[cH:8][c:9]([O:12][c:13]1[s:14][c:15]3[c:16]([n:17]1)[cH:18][cH:19][cH:20][cH:21]3)[cH:10][cH:11]2)[N:34]1[CH2:33][CH2:32][CH2:31][CH2:36][CH2:35]1. Reactants: O (Water), C([O-])([O-])=O.[K+].[K+] (Potassium carbonate), NC=1C=C(C(=CC1)O)C (4-amino-o-cresol), BrCC(=O)OCC (ethyl bromoacetate). Solvent: CN(C)C=O (DMF). Run at time 1.5 hour. The product is C(C)OC(CNC1=CC(=C(C=C1)O)C)=O (ethyl(4-hydroxy-3-methylphenylamino)acetate). Reaction SMILES: C(=O)([O-])[O-].[K+].[K+].[NH2:7][C:8]1[CH:9]=[C:10]([CH3:15])[C:11]([OH:14])=[CH:12][CH:13]=1.Br[CH2:17][C:18]([O:20][CH2:21][CH3:22])=[O:19].O>CN(C=O)C>[CH2:21]([O:20][C:18](=[O:19])[CH2:17][NH:7][C:8]1[CH:13]=[CH:12][C:11]([OH:14])=[C:10]([CH3:15])[CH:9]=1)[CH3:22] |f:0.1.2|. Procedure: Potassium carbonate (5.04 g, 36.5 mmol) was added at room temperature to a solution of 4-amino-o-cresol (3.00 g, 24.4 mmol) and ethyl bromoacetate (2.70 mL, 24.4 mmol) in DMF (30 mL). The resulting solution was stirred at room temperature for 1.5 hours. Water was added to the reaction mixture, and extracted with ethyl acetate. The ethyl acetate layer was washed with brine. The ethyl acetate layer was dried over anhydrous sodium sulfate, and evaporated. The residue was purified by silica gel colu... Starting materials: C(C)OC1=NS(C(=C1Cl)C#N)(=O)=O (3-ethoxy-4-chloro-5-cyanoisothiazole-1,1-dioxide), C[Si](N[Si](C)(C)C)(C)C (hexamethyldisilazane). Solvent: C(C)O (ethanol). The product is C(C)OC1=NS(C(=C1N)C#N)(=O)=O (3-Ethoxy-4-amino-5-cyanoisothiazole-1,1-dioxide). Reaction SMILES: [CH2:1]([O:3][C:4]1[C:8](Cl)=[C:7]([C:10]#[N:11])[S:6](=[O:13])(=[O:12])[N:5]=1)[CH3:2].C[Si](C)(C)[NH:16][Si](C)(C)C>C(O)C>[CH2:1]([O:3][C:4]1[C:8]([NH2:16])=[C:7]([C:10]#[N:11])[S:6](=[O:13])(=[O:12])[N:5]=1)[CH3:2]. Procedure: The product from Step A was reacted with hexamethyldisilazane followed by ethanol according to the procedure of Example 5. After recrystallization of the crude product from ethanol, there was obtained pure title compound, mp 228°-229°. Reactants: O=C([O-])[O-], CC(O)(c1ccc(N2CCN(S(=O)(=O)c3cccs3)CC2COS(C)(=O)=O)cc1)C(F)(F)F, Cl, [K+], [K+], CS(=O)(=O)NCC1COCCN1. The product is CC(O)(c1ccc(N2CCN(S(=O)(=O)c3cccs3)CC2CN2CCOCC2CNS(C)(=O)=O)cc1)C(F)(F)F. As a reaction SMILES: [C:47](=[O:48])([O-:49])[O-:50].[CH3:1][S:2]([O:3][CH2:6][CH:7]1[N:8]([c:21]2[cH:22][cH:23][c:24]([C:27]([C:28]([F:29])([F:30])[F:31])([CH3:32])[OH:33])[cH:25][cH:26]2)[CH2:9][CH2:10][N:11]([S:13](=[O:14])(=[O:15])[c:16]2[s:17][cH:18][cH:19][cH:20]2)[CH2:12]1)(=[O:4])=[O:5].[ClH:34].[K+:51].[K+:52].[O:35]1[CH2:36][CH:37]([CH2:41][NH:42][S:43](=[O:44])(=[O:45])[CH3:46])[NH:38][CH2:39][CH2:40]1>>[CH2:6]([CH:7]1[N:8]([c:21]2[cH:22][cH:23][c:24]([C:27]([C:28]([F:29])([F:30])[F:31])([CH3:32])[OH:33])[cH:25][cH:26]2)[CH2:9][CH2:10][N:11]([S:13](=[O:14])(=[O:15])[c:16]2[s:17][cH:18][cH:19][cH:20]2)[CH2:12]1)[N:38]1[CH:37]([CH2:41][NH:42][S:43](=[O:44])(=[O:45])[CH3:46])[CH2:36][O:35][CH2:40][CH2:39]1.